This data is from the Open Reaction Database (ORD), a public repository of structured organic reaction records. The task is: describe an organic reaction: reactants, conditions, products, and yield Reactants: B(Br)(Br)Br (boron tribromide), ClC1=CC(=CC2=C1C(C(=CO2)I)=O)OCOCC[Si](C)(C)C (5-chloro-3-iodo-7-(2-trimethylsilylethoxymethoxy)-4-oxo-4H-1-benzopyran), ice water. Solvent: ClCCl (dichloromethane). Run at temperature -78 celsius, time 30 minute. The product is ClC1=C(C=O)C(=CC(=C1)OC)O (2-chloro-6-hydroxy-4-methoxybenzaldehyde). The yield is 219.5%. RXN SMILES: [Cl:1][C:2]1[C:7]2[C:8](=[O:13])C(I)=C[O:11][C:6]=2[CH:5]=[C:4]([O:14][CH2:15]OCC[Si](C)(C)C)[CH:3]=1.B(Br)(Br)Br>ClCCl>[Cl:1][C:2]1[CH:3]=[C:4]([O:14][CH3:15])[CH:5]=[C:6]([OH:11])[C:7]=1[CH:8]=[O:13]. Reported procedure: To a solution of 2-chloro-4,6-dimethoxybenzaldehyde [4] (3.15 g) in dichloromethane (30 mL) cooled at −78° C. was added boron tribromide (1M solution in dichloromethane, 16 mL). The mixture was stirred at −78° C. for 30 min, warmed and stirred at room temperature for 18 h. The mixture was cooled to 0° C., poured into ice-water and extracted with ethyl acetate. The organic layer was washed with brine and dried over MgSO4. Evaporation of the solvent gave the title compound (2.85 g). 1H NMR (DMSO-d...